Task: describe an organic reaction: reactants, conditions, products, and yield. Dataset: the Open Reaction Database (ORD), a public repository of structured organic reaction records Reactants: N1=C(C=CC=C1)CN1N=CC2=CC(=CC=C12)NC1=NC=NC2=CC=CC(=C12)O[C@H](C(=O)OC)C (methyl (2S)-2-[(4-{[1-(pyridin-2-ylmethyl)-1H-indazol-5-yl]amino}quinazolin-5-yl)oxy]propanoate), N (ammonia). The product is N1=C(C=CC=C1)CN1N=CC2=CC(=CC=C12)NC1=NC=NC2=CC=CC(=C12)O[C@H](C(=O)N)C ((2S)-2-[(4-{[1-(pyridin-2-ylmethyl)-1H-indazol-5-yl]amino}quinazolin-5-yl)oxy]propanamide). The yield is 84.0%. As a reaction SMILES: [N:1]1[CH:6]=[CH:5][CH:4]=[CH:3][C:2]=1[CH2:7][N:8]1[C:16]2[C:11](=[CH:12][C:13]([NH:17][C:18]3[C:27]4[C:22](=[CH:23][CH:24]=[CH:25][C:26]=4[O:28][C@@H:29]([CH3:34])[C:30]([O:32]C)=O)[N:21]=[CH:20][N:19]=3)=[CH:14][CH:15]=2)[CH:10]=[N:9]1.[NH3:35]>>[N:1]1[CH:6]=[CH:5][CH:4]=[CH:3][C:2]=1[CH2:7][N:8]1[C:16]2[C:11](=[CH:12][C:13]([NH:17][C:18]3[C:27]4[C:22](=[CH:23][CH:24]=[CH:25][C:26]=4[O:28][C@@H:29]([CH3:34])[C:30]([NH2:35])=[O:32])[N:21]=[CH:20][N:19]=3)=[CH:14][CH:15]=2)[CH:10]=[N:9]1. Procedure details: Using the same procedure as in Example 5, methyl (2S)-2-[(4-{[1-(pyridin-2-ylmethyl)-1H-indazol-5-yl]amino}quinazolin-5-yl)oxy]propanoate (250 mg, 0.55 mmol) was reacted with ammonia to give the title compound as a pale solid (210 mg, 84%); NMR Spectrum 1.67 (d, 3H), 5.14 (q, 1H), 5.77 (s, 2H), 6.94 (d, 1H), 7.02 (d, 1H), 7.30 (m, 1H), 7.36 (d, 1H), 7.55 (br s, 1H), 7.76-7.67 (m, 4H), 7.90 (br s, 1H), 8.15 (s, 1H), 8.52 (m, 3H), 10.80 (br s, 1H); Mass spectrum MH+ 440. Solvent: C1CCOC1 (THF). Reagents/catalysts: [Cl-].[Cl-].[Zn+2] (ZnCl2). Yield: 69.0%. RXN SMILES: [Br:1][C:2]1[C:3]([O:12][CH3:13])=[C:4]([CH2:10]O)[CH:5]=[C:6]([O:8][CH3:9])[CH:7]=1.O=S(Cl)[Cl:16].O>C1COCC1.[Cl-].[Cl-].[Zn+2]>[Br:1][C:2]1[CH:7]=[C:6]([O:8][CH3:9])[CH:5]=[C:4]([CH2:10][Cl:16])[C:3]=1[O:12][CH3:13] |f:4.5.6|. Reactants: BrC=1C(=C(C=C(C1)OC)CO)OC ((3-Bromo-2,5-dimethoxy-phenyl)-methanol), O=S(Cl)Cl (SOCl2), O (water). Reaction conditions: time 1 hour. Procedure: To a solution of 52 (7.5 g, 30 mmol) and ZnCl2 (1 g) in THF (100 ml) was added SOCl2 (5.31 g, 45 mmol) dropwise. After 1 hr at rt, the reaction was poured into water and extracted with ether. The ether was dried, concentrated and the product was purified by column chromatography on silica gel (10% EtOAc/hex) to give 53 as an oil (5.5 g, 75%): 1H NMR(DMSO-d6) δ 7.21 (d, 1 H, J=3.0 Hz), 7.08 (d, 1 H, J=3.0 Hz), 4.73 (s, 2 H), 3.78 (s, 3 H), 3.75 (s, 3 H) Product: BrC1=C(C(=CC(=C1)OC)CCl)OC (1-Bromo-3-chloromethyl-2,5-dimethoxy-benzene).